This data is from the Open Reaction Database (ORD), a public repository of structured organic reaction records. The task is: describe an organic reaction: reactants, conditions, products, and yield Starting materials: COC=1C=C(C=CC1OC)C1=CC(NC(N1)=O)=O (6-(3,4-dimethoxyphenyl)-2,4(1H,3H)-pyrimidinedione), [OH-].[K+] (potassium hydroxide), CI (methyl iodide). The solvent is O (water), CO (methanol). Conditions: time 18 hour. The product is COC=1C=C(C=CC1OC)C1=CC(N(C(N1)=O)C)=O (6-(3,4-dimethoxyphenyl)-3-methyl-2,4(1H,3H)-pyrimidinedione). RXN SMILES: [CH3:1][O:2][C:3]1[CH:4]=[C:5]([C:11]2[NH:16][C:15](=[O:17])[NH:14][C:13](=[O:18])[CH:12]=2)[CH:6]=[CH:7][C:8]=1[O:9][CH3:10].[OH-].[K+].[CH3:21]I>O.CO>[CH3:1][O:2][C:3]1[CH:4]=[C:5]([C:11]2[NH:16][C:15](=[O:17])[N:14]([CH3:21])[C:13](=[O:18])[CH:12]=2)[CH:6]=[CH:7][C:8]=1[O:9][CH3:10] |f:1.2|. Procedure: To a suspension of 6-(3,4-dimethoxyphenyl)-2,4(1H,3H)-pyrimidinedione (1.0 g) in a mixture of water (5 ml) and methanol (5 ml) was added potassium hydroxide (0.57 g), and to an almost dissolved mixture was added methyl iodide (5 ml). The mixture was stirred at ambient temperature for 18 hours. The resulting precipitates were filtered and washed successively with water, ethanol and diisopropyl ether to afford 6-(3,4-dimethoxyphenyl)-3-methyl-2,4(1H,3H)-pyrimidinedione (0.13 g). Reactants: ClC=1C(=C(C=CC1)N1CCNCC1)C ((3-chloro-2-methyl-phenyl)piperazine), COC=1C=C2C(=NN(C2=CC1OC)CC1=CC(=C(C=C1)OC)OC)CC(=O)O (5,6-dimethoxy-1-(3,4-dimethoxybenzyl)-1H-indazole-3-acetic acid), 2,2-dipyridyl disulfide, C1(=CC=CC=C1)P(C1=CC=CC=C1)C1=CC=CC=C1 (triphenylphosphine). Run in ClCCl (dichloromethane), ClCCl (dichloromethane), ClCCl (dichloromethane). Run at time 5 minute. Product: COC=1C=C2C(=NN(C2=CC1OC)CC1=CC(=C(C=C1)OC)OC)CC(=O)N1CCN(CC1)C1=C(C(=CC=C1)Cl)C (1-((5,6-dimethoxy-1-(3,4-dimethoxy-benzyl)-1H-indazol-3-yl)acetyl]-4-(3-chloro-2-methylphenyl)-piperazine). Isolated yield 100.1%. RXN SMILES: [CH3:1][O:2][C:3]1[CH:4]=[C:5]2[C:9](=[CH:10][C:11]=1[O:12][CH3:13])[N:8]([CH2:14][C:15]1[CH:20]=[CH:19][C:18]([O:21][CH3:22])=[C:17]([O:23][CH3:24])[CH:16]=1)[N:7]=[C:6]2[CH2:25][C:26](O)=[O:27].C1(P(C2C=CC=CC=2)C2C=CC=CC=2)C=CC=CC=1.[Cl:48][C:49]1[C:50]([CH3:61])=[C:51]([N:55]2[CH2:60][CH2:59][NH:58][CH2:57][CH2:56]2)[CH:52]=[CH:53][CH:54]=1>ClCCl>[CH3:1][O:2][C:3]1[CH:4]=[C:5]2[C:9](=[CH:10][C:11]=1[O:12][CH3:13])[N:8]([CH2:14][C:15]1[CH:20]=[CH:19][C:18]([O:21][CH3:22])=[C:17]([O:23][CH3:24])[CH:16]=1)[N:7]=[C:6]2[CH2:25][C:26]([N:58]1[CH2:59][CH2:60][N:55]([C:51]2[CH:52]=[CH:53][CH:54]=[C:49]([Cl:48])[C:50]=2[CH3:61])[CH2:56][CH2:57]1)=[O:27]. Procedure: 5,6-dimethoxy-1-(3,4-dimethoxybenzyl)-1H-indazole-3-acetic acid (41.0 g) was suspended in dichloromethane (500 ml). Then 2,2-dipyridyl disulfide (24.5 g) and triphenylphosphine (30.0 g) were added thereto and the mixture was stirred at room temperature. Next, (3-chloro-2-methyl-phenyl)piperazine (23.5 g) dissolved in dichloromethane (200 ml) was dropped thereinto within 5 minutes and the mixture was stirred at room temperature for 30 minutes. Then dichloromethane (1000 ml) was added to the react... Product: C(C)OC=1C=C(C=2N(N1)C(=NN2)N)OCC (6,8-Diethoxy-[1,2,4]triazolo[4,3-b]pyridazin-3-ylamine). As a reaction SMILES: Cl[C:2]1[CH:3]=[C:4](S(C)(=O)=O)[C:5]2[N:6]([C:8]([NH2:11])=[N:9][N:10]=2)[N:7]=1.[O-:16][CH2:17][CH3:18].[Na+].[CH2:20]([OH:22])[CH3:21]>>[CH2:17]([O:16][C:2]1[CH:3]=[C:4]([O:22][CH2:20][CH3:21])[C:5]2[N:6]([C:8]([NH2:11])=[N:9][N:10]=2)[N:7]=1)[CH3:18] |f:1.2|. Conditions: temperature 50 celsius. Procedure details: 6-Chloro-8-methanesulfonyl-[1,2,4]triazolo[4,3-b]pyridazin-3-ylamine (W2.126; 60 mg, 0.24 mmol) was dissolved in ethanol (5 ml), sodium ethoxide (500 μl, 21% in ethanol) was added and the mixture was heated to 50° C. for 5 h. The mixture was concentrated and the residue was purified by flash chromatography (dichloromethane:methanol). Yield: 54 mg Reactants: ClC=1C=C(C=2N(N1)C(=NN2)N)S(=O)(=O)C (6-Chloro-8-methanesulfonyl-[1,2,4]triazolo[4,3-b]pyridazin-3-ylamine), C(C)O (ethanol), [O-]CC.[Na+] (sodium ethoxide). The reactants are CC(Cc1cccc(CC(=O)NCc2ccccc2O)c1)NCC(O[Si](C)(C)C(C)(C)C)c1ccc(O)c(CO)c1, O. Product: CC(Cc1cccc(CC(=O)NCc2ccccc2O)c1)NCC(O)c1ccc(O)c(CO)c1. RXN SMILES: [C:1]([Si:2]([CH3:3])([CH3:4])[O:6][CH:7]([CH2:8][NH:9][CH:10]([CH2:11][c:12]1[cH:13][c:14]([CH2:18][C:19](=[O:20])[NH:21][CH2:22][c:23]2[c:24]([OH:29])[cH:25][cH:26][cH:27][cH:28]2)[cH:15][cH:16][cH:17]1)[CH3:30])[c:31]1[cH:32][c:33]([CH2:38][OH:39])[c:34]([OH:37])[cH:35][cH:36]1)([CH3:5])([CH3:40])[CH3:41].[OH2:42]>>[OH:6][CH:7]([CH2:8][NH:9][CH:10]([CH2:11][c:12]1[cH:13][c:14]([CH2:18][C:19](=[O:20])[NH:21][CH2:22][c:23]2[c:24]([OH:29])[cH:25][cH:26][cH:27][cH:28]2)[cH:15][cH:16][cH:17]1)[CH3:30])[c:31]1[cH:32][c:33]([CH2:38][OH:39])[c:34]([OH:37])[cH:35][cH:36]1. Reactants: N(=NC(=O)OCC)C(=O)OCC (diethyl azodicarboxylate), OC1CN(CCC1)C=1C=C2C(=NC1[C@H](C)NC(OC(C)(C)C)=O)C=CN2C (tert-butyl ((1S)-1-(6-(3-hydroxypiperidin-1-yl)-1-methyl-1H-pyrrolo[3,2-b]pyridin-5-yl)ethyl)carbamate), C1(NC(C2=CC=CC=C12)=O)=O (isoindoline-1,3-dione), C1=CC=C(C=C1)P(C2=CC=CC=C2)C3=CC=CC=C3 (PPh3). Run in C1CCOC1 (THF). Reaction conditions: temperature 0 celsius. The product is O=C1N(C(C2=CC=CC=C12)=O)C1CN(CCC1)C=1C=C2C(=NC1[C@H](C)NC(OC(C)(C)C)=O)C=CN2C (tert-Butyl ((1S)-1-(6-(3-(1,3-dioxoisoindolin-2-yl)piperidin-1-yl)-1-methyl-1H-pyrrolo[3,2-b]pyridin-5-yl)ethyl)carbamate). The yield is 24.8%. As a reaction SMILES: O[CH:2]1[CH2:7][CH2:6][CH2:5][N:4]([C:8]2[CH:9]=[C:10]3[N:26]([CH3:27])[CH:25]=[CH:24][C:11]3=[N:12][C:13]=2[C@@H:14]([NH:16][C:17](=[O:23])[O:18][C:19]([CH3:22])([CH3:21])[CH3:20])[CH3:15])[CH2:3]1.[C:28]1(=[O:38])[C:36]2[C:31](=[CH:32][CH:33]=[CH:34][CH:35]=2)[C:30](=[O:37])[NH:29]1.C1C=CC(P(C2C=CC=CC=2)C2C=CC=CC=2)=CC=1.N(C(OCC)=O)=NC(OCC)=O>C1COCC1>[O:38]=[C:28]1[C:36]2[C:31](=[CH:32][CH:33]=[CH:34][CH:35]=2)[C:30](=[O:37])[N:29]1[CH:2]1[CH2:7][CH2:6][CH2:5][N:4]([C:8]2[CH:9]=[C:10]3[N:26]([CH3:27])[CH:25]=[CH:24][C:11]3=[N:12][C:13]=2[C@@H:14]([NH:16][C:17](=[O:23])[O:18][C:19]([CH3:20])([CH3:21])[CH3:22])[CH3:15])[CH2:3]1. Procedure details: A mixture of tert-butyl ((1S)-1-(6-(3-hydroxypiperidin-1-yl)-1-methyl-1H-pyrrolo[3,2-b]pyridin-5-yl)ethyl)carbamate (300 mg, 0.802 mmol), isoindoline-1,3-dione (165 mg, 1.12 mmol) and PPh3 (377 g, 1.44 mmol) in THF (2 mL) was stirred at 0° C. Next, diethyl azodicarboxylate (251 mg, 1.44 mmol) was added dropwise at 0° C., and the mixture was stirred at 20° C. for 16 hours. The solvent was evaporated in vacuo, and the residue was purified by preparative TLC to give the title compound as a white so...